describe an organic reaction: reactants, conditions, products, and yield From a dataset of the Open Reaction Database (ORD), a public repository of structured organic reaction records. Starting materials: S1C=C(C=C1)C=1CCN(CC1)C(=O)OC(C)(C)C (tert-butyl 4-(3-thienyl)-3,6-dihydropyridine-1(2H)-carboxylate), Cl (hydrogen chloride). Run in CCOC(=O)C (EtOAc), O (water), CCOC(=O)C (EtOAc). Reaction conditions: time 1 hour. The product is Cl.S1C=C(C=C1)C=1CCNCC1 (4-(3-thienyl)-1,2,3,6-tetrahydropyridine hydrochloride). As a reaction SMILES: [S:1]1[CH:5]=[CH:4][C:3]([C:6]2[CH2:7][CH2:8][N:9](C(OC(C)(C)C)=O)[CH2:10][CH:11]=2)=[CH:2]1.[ClH:19]>CCOC(C)=O.O>[ClH:19].[S:1]1[CH:5]=[CH:4][C:3]([C:6]2[CH2:7][CH2:8][NH:9][CH2:10][CH:11]=2)=[CH:2]1 |f:4.5|. Procedure details: To a solution of tert-butyl 4-(3-thienyl)-3,6-dihydropyridine-1(2H)-carboxylate (170 mg) in EtOAc (1.7 ml) and water (0.085 ml) was added 4 N hydrogen chloride in EtOAc (1.7 ml) and the mixture was stirred at room temperature for 1 hour. Solvent was removed in vacuo to give 4-(3-thienyl)-1,2,3,6-tetrahydropyridine hydrochloride (120 mg) as a dark gray powder. The obtained crude product was used in next reaction without further purification. The reactants are aqueous solution, [OH-].[Na+] (sodium hydroxide), C(C)(C)(C)S(=O)NC1(COC1)C(C(=O)OC)C (Methyl 2-{3-[(tert-butylsulfinyl)amino]oxetan-3-yl}propanoate). Run in CO (methanol). Yields the product C(C)(C)(C)S(=O)NC1(COC1)C(C(=O)O)C (2-{3-[(tert-Butylsulfinyl)amino]oxetan-3-yl}propanoic acid). As a reaction SMILES: [C:1]([S:5]([NH:7][C:8]1([CH:12]([CH3:17])[C:13]([O:15]C)=[O:14])[CH2:11][O:10][CH2:9]1)=[O:6])([CH3:4])([CH3:3])[CH3:2].[OH-].[Na+]>CO>[C:1]([S:5]([NH:7][C:8]1([CH:12]([CH3:17])[C:13]([OH:15])=[O:14])[CH2:9][O:10][CH2:11]1)=[O:6])([CH3:4])([CH3:2])[CH3:3] |f:1.2|. Reported procedure: Methyl 2-{3-[(tert-butylsulfinyl)amino]oxetan-3-yl}propanoate (Preparation 33, 1.25 g, 4.746 mmol) was stirred in methanol (15 mL) and a 1M aqueous solution of sodium hydroxide (15 mL) for 3 hours at room temperature. The reaction was concentrated in vacuo and partitioned between diethyl ether and water. The pH of the aqueous layer was adjusted to pH3 with potassium hydrogen sulphate and extracted with dichloromethane. The organic layer was dried over MgSO4 and concentrated in vacuo to afford th...